From a dataset of the Open Reaction Database (ORD), a public repository of structured organic reaction records. describe an organic reaction: reactants, conditions, products, and yield The reactants are C=O, CC(=O)O, [H][H], NC(=O)C1CC(O)CN1, O, O=[Pt]. The product is CN1CC(O)CC1C(N)=O. As a reaction SMILES: [CH2:10]=[O:11].[CH3:14][C:15](=[O:16])[OH:17].[H:12][H:13].[NH2:1][C:2](=[O:3])[CH:4]1[NH:5][CH2:6][CH:7]([OH:9])[CH2:8]1.[OH2:18].[Pt:19]=[O:20]>>[NH2:1][C:2](=[O:3])[CH:4]1[N:5]([CH3:10])[CH2:6][CH:7]([OH:9])[CH2:8]1. Reactants: COCC(=O)Cl (2-methoxyacetylchloride), CC1=C(C(=CC=C1)C)NNC(=O)OCCCl (2-Chloroethyl 2-(2,6-dimethylphenyl)-hydrazinecarboxylate), COCC(=O)O (2-methoxyacetic acid), S(=O)(Cl)Cl (thionyl chloride). Solvent: C=1(C(=CC=CC1)C)C (xylene), C=1(C(=CC=CC1)C)C (xylene), C=1(C(=CC=CC1)C)C (xylene). Yields the product COCC(=O)N(NC(=O)OCCCl)C1=C(C=CC=C1C)C (2-Chloroethyl 2-(methoxyacetyl)-2-(2,6-dimethylphenyl)-hydrazinecarboxylate). RXN SMILES: [CH3:1][C:2]1[CH:7]=[CH:6][CH:5]=[C:4]([CH3:8])[C:3]=1[NH:9][NH:10][C:11]([O:13][CH2:14][CH2:15][Cl:16])=[O:12].[CH3:17][O:18][CH2:19][C:20](Cl)=[O:21].COCC(O)=O.S(Cl)(Cl)=O>C1(C)C(C)=CC=CC=1>[CH3:17][O:18][CH2:19][C:20]([N:9]([C:3]1[C:4]([CH3:8])=[CH:5][CH:6]=[CH:7][C:2]=1[CH3:1])[NH:10][C:11]([O:13][CH2:14][CH2:15][Cl:16])=[O:12])=[O:21]. Reported procedure: 200 g (0.825 mol) 2-Chloroethyl 2-(2,6-dimethylphenyl)-hydrazinecarboxylate in 500 ml xylene are warmed to 80°, and added to a warm (80°) solution of 2-methoxyacetylchloride in 250 ml xylene, prepared in situ by treating 73.5 g (0.826 mol) 2-methoxyacetic acid in 250 ml xylene with 107.1 g (0.9 mol) thionyl chloride at 80° for 2 hours. The mixture is heated for 30 minutes at 80°, then worked up as described in Example 1a. Starting materials: C(C)(C)(C)OC(=O)N1CCNCC1 (1-tert-butoxycarbonylpiperazine), ClC1=CC=C2C(CC(=NC2=C1)C(=O)OCC)=O (Ethyl 7-chloro-4-quinolone-2-carboxylate), [H-].[Na+] (sodium hydride), N-Phenyl (trifluoromethylsulfon)imide. Solvent: CN(C)C=O (DMF). Run at temperature 50 celsius, time 15 hour. Yields the product C(C)(C)(C)OC(=O)N1CCN(CC1)C1=CC(=NC2=CC(=CC=C12)Cl)C(=O)OCC (Ethyl 4-[4-(tert-butoxycarbonyl)piperazin-1-yl]-7-chloroquinoline-2-carboxylate). Reaction SMILES: [Cl:1][C:2]1[CH:11]=[C:10]2[C:5]([C:6](=O)[CH2:7][C:8]([C:12]([O:14][CH2:15][CH3:16])=[O:13])=[N:9]2)=[CH:4][CH:3]=1.[H-].[Na+].[C:20]([O:24][C:25]([N:27]1[CH2:32][CH2:31][NH:30][CH2:29][CH2:28]1)=[O:26])([CH3:23])([CH3:22])[CH3:21]>CN(C=O)C>[C:20]([O:24][C:25]([N:27]1[CH2:32][CH2:31][N:30]([C:6]2[C:5]3[C:10](=[CH:11][C:2]([Cl:1])=[CH:3][CH:4]=3)[N:9]=[C:8]([C:12]([O:14][CH2:15][CH3:16])=[O:13])[CH:7]=2)[CH2:29][CH2:28]1)=[O:26])([CH3:23])([CH3:21])[CH3:22] |f:1.2|. Procedure: Ethyl 7-chloro-4-quinolone-2-carboxylate (1.0 g, 4 mmol) is stirred with sodium hydride (0.144 g, 6 mmol) in DMF (50 mL) for 1 h at 40° C. N-Phenyl (trifluoromethylsulfon)imide (2.0 g, 5.6 mmol) is added and, after an hour, 1-tert-butoxycarbonylpiperazine (3.0 g, 6 mmol). The reaction mixture is stirred at 50° C. for 15 h, concentrated, diluted with EtOAc, washed with water and brine, dried (Na2SO4), and concentrated. The residue is purified by column chromatography with CH2Cl2-MeOH yielding the... The reactants are C1COCCN1, Cc1ccccc1, [Na+], BrCCCOc1ccccc1, [OH-]. The product is c1ccc(OCCCN2CCOCC2)cc1. RXN SMILES: [CH2:12]1[CH2:13][O:14][CH2:15][CH2:16][NH:17]1.[CH3:20][c:21]1[cH:22][cH:23][cH:24][cH:25][cH:26]1.[Na+:19].[O:1]([c:2]1[cH:3][cH:4][cH:5][cH:6][cH:7]1)[CH2:8][CH2:9][CH2:10][Br:11].[OH-:18]>>[O:1]([c:2]1[cH:3][cH:4][cH:5][cH:6][cH:7]1)[CH2:8][CH2:9][CH2:10][N:17]1[CH2:12][CH2:13][O:14][CH2:15][CH2:16]1. Reactants: CC(=O)O[BH-](OC(C)=O)OC(C)=O, C=O, CCCCc1nnc(OC2CCNCC2)cc1-c1ccc(OC2CCCCC2)c(C#N)c1, CC(=O)O, ClCCl, ClCCl, Cl, Cl, [Na+], [Na+], O=C([O-])O, O, O. Product: CCCCc1nnc(OC2CCN(C)CC2)cc1-c1ccc(OC2CCCCC2)c(C#N)c1. Reaction SMILES: [C:37]([O:38][BH-:39]([O:40][C:41](=[O:42])[CH3:43])[O:44][C:45](=[O:46])[CH3:47])(=[O:48])[CH3:49].[CH2:35]=[O:36].[CH2:3]([CH2:4][CH2:5][CH3:6])[c:7]1[n:8][n:9][c:10]([O:28][CH:29]2[CH2:30][CH2:31][NH:32][CH2:33][CH2:34]2)[cH:11][c:12]1-[c:13]1[cH:14][cH:15][c:16]([O:21][CH:22]2[CH2:23][CH2:24][CH2:25][CH2:26][CH2:27]2)[c:17]([C:18]#[N:19])[cH:20]1.[CH3:64][C:65](=[O:66])[OH:67].[Cl:56][CH2:57][Cl:58].[Cl:61][CH2:62][Cl:63].[ClH:1].[ClH:2].[Na+:50].[Na+:55].[O-:51][C:52]([OH:53])=[O:54].[OH2:59].[OH2:60]>>[CH2:3]([CH2:4][CH2:5][CH3:6])[c:7]1[n:8][n:9][c:10]([O:28][CH:29]2[CH2:30][CH2:31][N:32]([CH3:37])[CH2:33][CH2:34]2)[cH:11][c:12]1-[c:13]1[cH:14][cH:15][c:16]([O:21][CH:22]2[CH2:23][CH2:24][CH2:25][CH2:26][CH2:27]2)[c:17]([C:18]#[N:19])[cH:20]1. Starting materials: C1(=CC=C(C=C1)[C@@]1(C(=C(C(O1)=O)O)O)C)C1=CC=CC=C1 ((R)-(−)-5-[(1,1′-biphenyl)-4-yl]-3,4-dihydroxy-5-methyl-2(5H)-furanone), C(C(C)C)C1=CC=C(C=C1)[C@@H](C(=O)OC)C (methyl (S)-(+)-2-(4-isobutylphenyl)propionate), C(C(C)C)C1=CC=C(C(=O)C(=O)OCC)C=C1 (ethyl 4-isobutylbenzoylformate), C1=CC=C(C=C1)[C@@H](CO)N ((S)-(+)-Phenylglycinol). The product is OC=1C(O[C@](C1O)(C1=CC=C(C=C1)CC(C)C)C)=O ((S)-(+)-3,4-dihydroxy-5-methyl-5-[4-(2-methylpropyl)phenyl]-2(5H)-furanone). The yield is 19.0%. Reaction SMILES: [C:1]1([C:16]2[CH:21]=[CH:20]C=CC=2)[CH:6]=[CH:5][C:4]([C@@:7]2([CH3:15])[O:11][C:10](=[O:12])[C:9]([OH:13])=[C:8]2[OH:14])=[CH:3][CH:2]=1.[CH2:22](C1C=CC(C(C(OCC)=O)=O)=CC=1)C(C)C.C1C=CC([C@H](N)CO)=CC=1.C(C1C=CC([C@H](C)C(OC)=O)=CC=1)C(C)C>>[OH:13][C:9]1[C:10](=[O:12])[O:11][C@@:7]([CH3:15])([C:4]2[CH:3]=[CH:2][C:1]([CH2:16][CH:21]([CH3:20])[CH3:22])=[CH:6][CH:5]=2)[C:8]=1[OH:14]. Procedure details: (S)-(+)-3,4-Dihydroxy-5-methyl-5-[4-(2-methylpropyl)phenyl]-2(5H)-furanone was synthesized in an analogous manner used for the production of (R)-(−)-5-[(1,1′-biphenyl)-4-yl]-3,4-dihydroxy-5-methyl-2(5H)-furanone starting with ethyl 4-isobutylbenzoylformate. (S)-(+)-Phenylglycinol was used to resolve the methyl (S)-(+)-2-(4-isobutylphenyl)propionate enantiomer, of which 1.2 g (5 mmol) was converted into 250 mg (19% yield) of (S)-(+)-3,4-dihydroxy-5-methyl-5-[4-(2-methylpropyl)phenyl]-2(5H)-furano... Reactants: C1(CCCCC1)C1=C2N(C=3C=C(C=CC13)C(=O)OC)CC(C=1C3=C2C=CC=C3NC1)=O (methyl 13-cyclohexyl-6-oxo-6,7-dihydro-4H -indolo[4′,3′:3,4,5]azepino[1,2-a]indole-10-carboxylate), S(C)C (Me2S), [OH-].[Na+] (NaOH). Run in C1CCOC1 (THF). Conditions: time 8 hour. The product is C1(CCCCC1)C1=C2N(C=3C=C(C=CC13)C(=O)O)CCC=1C3=C2C=CC=C3NC1 (13-cyclohexyl-6,7-dihydro-4H-indolo[4′,3′:3,4,5]azepino[1,2-a]indole-10-carboxylic acid). Yield: 12.0%. Reaction SMILES: [CH:1]1([C:7]2[C:15]3[CH:14]=[CH:13][C:12]([C:16]([O:18]C)=[O:17])=[CH:11][C:10]=3[N:9]3[CH2:20][C:21](=O)[C:22]4[C:23]5[C:28]([NH:29][CH:30]=4)=[CH:27][CH:26]=[CH:25][C:24]=5[C:8]=23)[CH2:6][CH2:5][CH2:4][CH2:3][CH2:2]1.S(C)C.[OH-].[Na+]>C1COCC1>[CH:1]1([C:7]2[C:15]3[CH:14]=[CH:13][C:12]([C:16]([OH:18])=[O:17])=[CH:11][C:10]=3[N:9]3[CH2:20][CH2:21][C:22]4[C:23]5[C:28]([NH:29][CH:30]=4)=[CH:27][CH:26]=[CH:25][C:24]=5[C:8]=23)[CH2:2][CH2:3][CH2:4][CH2:5][CH2:6]1 |f:2.3|. Procedure details: To a solution of methyl 13-cyclohexyl-6-oxo-6,7-dihydro-4H -indolo[4′,3′:3,4,5]azepino[1,2-a]indole-10-carboxylate in THF (0.15 M), 20 eq of BH3.Me2S (2 M solution in THF) were added and the mixture was stirred overnight at RT. The solution was carefully quenched by adding 1.25 N HCl in MeOH until effervescence subsided. Then the volatiles were driven off by boiling the mixture to dryness. The residue was dissolved in MeOH (0.06 M) and 10 eq of 1N NaOH (aq) were added. The solution stirred at 60...